Dataset: the Open Reaction Database (ORD), a public repository of structured organic reaction records. Task: describe an organic reaction: reactants, conditions, products, and yield Product: COc1c(O[Si](C)(C)C(C)(C)C)cc(F)c(F)c1C(=O)c1cnc(NC2CCN(S(C)(=O)=O)CC2)nc1N. Reactants: CS(=O)(=O)N1CCC(N)CC1, CCO, CCN(C(C)C)C(C)C, O=C(O)C(F)(F)F, COc1c(O[Si](C)(C)C(C)(C)C)cc(F)c(F)c1C(=O)c1cnc(Cl)nc1N. RXN SMILES: [CH3:36][S:37](=[O:38])(=[O:39])[N:40]1[CH2:41][CH2:42][CH:43]([NH2:46])[CH2:44][CH2:45]1.[CH3:56][CH2:57][OH:58].[CH:47]([N:48]([CH:49]([CH3:50])[CH3:51])[CH2:52][CH3:53])([CH3:54])[CH3:55].[F:29][C:30]([F:31])([F:32])[C:33]([OH:34])=[O:35].[NH2:1][c:2]1[n:3][c:4]([Cl:28])[n:5][cH:6][c:7]1[C:8](=[O:9])[c:10]1[c:11]([O:26][CH3:27])[c:12]([O:18][Si:19]([CH3:20])([CH3:21])[C:22]([CH3:23])([CH3:24])[CH3:25])[cH:13][c:14]([F:17])[c:15]1[F:16]>>[NH2:1][c:2]1[n:3][c:4]([NH:46][CH:43]2[CH2:42][CH2:41][N:40]([S:37]([CH3:36])(=[O:38])=[O:39])[CH2:45][CH2:44]2)[n:5][cH:6][c:7]1[C:8](=[O:9])[c:10]1[c:11]([O:26][CH3:27])[c:12]([O:18][Si:19]([CH3:20])([CH3:21])[C:22]([CH3:23])([CH3:24])[CH3:25])[cH:13][c:14]([F:17])[c:15]1[F:16]. The reactants are C1CCNCC1, COc1cccc(C(=O)CC(C)=O)c1, Cc1cc(=O)c2cccc(C=O)c2o1, CC(=O)O, ClCCl. The product is COc1cccc(C(=O)C(=Cc2cccc3c(=O)cc(C)oc23)C(C)=O)c1. RXN SMILES: [CH2:33]1[CH2:34][CH2:35][NH:36][CH2:37][CH2:38]1.[CH3:15][O:16][c:17]1[cH:18][c:19]([C:23]([CH2:24][C:25]([CH3:26])=[O:27])=[O:28])[cH:20][cH:21][cH:22]1.[CH3:1][c:2]1[o:3][c:4]2[c:5]([CH:13]=[O:14])[cH:6][cH:7][cH:8][c:9]2[c:10](=[O:12])[cH:11]1.[CH3:29][C:30](=[O:31])[OH:32].[Cl:39][CH2:40][Cl:41]>>[CH3:1][c:2]1[o:3][c:4]2[c:5]([CH:13]=[C:24]([C:23]([c:19]3[cH:18][c:17]([O:16][CH3:15])[cH:22][cH:21][cH:20]3)=[O:28])[C:25]([CH3:26])=[O:27])[cH:6][cH:7][cH:8][c:9]2[c:10](=[O:12])[cH:11]1.